This data is from the Open Reaction Database (ORD), a public repository of structured organic reaction records. The task is: describe an organic reaction: reactants, conditions, products, and yield The product is C(C)OC1=C(CCNC(=O)NC2=NC=C(C=C2)Br)C(=C(C=C1)F)F (N-(2-ethoxy-5,6-difluorophenethyl)-N′-(5-bromopyrid-2-yl)-urea). Procedure: The methods described in Example 151 of WO 93/03022 was then used to transform this compound to 2-ethoxy-5,6-difluoro-phenethylamine. The method described in Example 411 of WO 93/03022 was then used to prepare N-(2-ethoxy-5,6-difluorophenethyl)-N′-(5-bromopyrid-2-yl)-thiourea. This product was then oxidised with NBS as Example 4 to provide N-(2-ethoxy-5,6-difluorophenethyl)-N′-(5-bromopyrid-2-yl)-urea. 1H-NMR (250 MHz, CDCl3): 1.4 (t, 3H), 3.0 (q, 2H), 3.95 (q, 2H), 6.5 (m, 1H), 6.8 (d, 1H), 6.9... Reaction SMILES: C([O:3]C1C=CC(F)=C(F)C=1CCN)C.[CH2:15]([O:17][C:18]1[CH:36]=[CH:35][C:34]([F:37])=[C:33]([F:38])[C:19]=1[CH2:20][CH2:21][NH:22][C:23]([NH:25][C:26]1[CH:31]=[CH:30][C:29]([Br:32])=[CH:28][N:27]=1)=S)[CH3:16].C1C(=O)N(Br)C(=O)C1>>[CH2:15]([O:17][C:18]1[CH:36]=[CH:35][C:34]([F:37])=[C:33]([F:38])[C:19]=1[CH2:20][CH2:21][NH:22][C:23]([NH:25][C:26]1[CH:31]=[CH:30][C:29]([Br:32])=[CH:28][N:27]=1)=[O:3])[CH3:16]. Starting materials: C(C)OC1=C(CCN)C(=C(C=C1)F)F (2-ethoxy-5,6-difluoro-phenethylamine), C(C)OC1=C(CCNC(=S)NC2=NC=C(C=C2)Br)C(=C(C=C1)F)F (N-(2-ethoxy-5,6-difluorophenethyl)-N′-(5-bromopyrid-2-yl)-thiourea), C1CC(=O)N(C1=O)Br (NBS). Starting materials: CC(C)(C)c1ccc(C(=O)NCCc2cccc(C(F)(F)F)c2)c(F)c1, C1CCOC1, Cl, [Na+], [OH-]. Product: CC(C)(C)c1ccc(CNCCc2cccc(C(F)(F)F)c2)c(F)c1. As a reaction SMILES: [C:1]([CH3:2])([CH3:3])([CH3:4])[c:5]1[cH:6][c:7]([F:26])[c:8]([C:9](=[O:10])[NH:11][CH2:12][CH2:13][c:14]2[cH:15][c:16]([C:20]([F:21])([F:22])[F:23])[cH:17][cH:18][cH:19]2)[cH:24][cH:25]1.[CH2:30]1[O:31][CH2:32][CH2:33][CH2:34]1.[ClH:27].[Na+:29].[OH-:28]>>[C:1]([CH3:2])([CH3:3])([CH3:4])[c:5]1[cH:6][c:7]([F:26])[c:8]([CH2:9][NH:11][CH2:12][CH2:13][c:14]2[cH:15][c:16]([C:20]([F:21])([F:22])[F:23])[cH:17][cH:18][cH:19]2)[cH:24][cH:25]1. Starting materials: [Cl-].[NH4+] (ammonium chloride), O (water), COCCN1N=CC2=C(C=CC=C12)[N+](=O)[O-] (1-(2-methoxyethyl)-4-nitro-1H-indazole), COCCN1N=C2C=CC=C(C2=C1)[N+](=O)[O-] (2-(2-methoxyethyl)-4-nitro-2H-indazole). The reagents and catalysts are [Fe] (Iron). Run in CCO (EtOH), C(C)(=O)OCC (Ethyl acetate). Conditions: temperature 80 celsius, time 2 hour. Product: COCCN1N=CC=2C(=CC=CC12)N (1-(2-methoxyethyl)-1H-indazol-4-amine), COCCN1N=C2C=CC=C(C2=C1)N (2-(2-methoxyethyl)-2H-indazol-4-amine). As a reaction SMILES: [Cl-].[NH4+].O.[CH3:4][O:5][CH2:6][CH2:7][N:8]1[C:16]2[C:11](=[C:12]([N+:17]([O-])=O)[CH:13]=[CH:14][CH:15]=2)[CH:10]=[N:9]1.[CH3:20][O:21][CH2:22][CH2:23][N:24]1[CH:32]=[C:31]2[C:26]([CH:27]=[CH:28][CH:29]=[C:30]2[N+:33]([O-])=O)=[N:25]1>[Fe].C(OCC)(=O)C.CCO>[CH3:4][O:5][CH2:6][CH2:7][N:8]1[C:16]2[CH:15]=[CH:14][CH:13]=[C:12]([NH2:17])[C:11]=2[CH:10]=[N:9]1.[CH3:20][O:21][CH2:22][CH2:23][N:24]1[CH:32]=[C:31]2[C:26]([CH:27]=[CH:28][CH:29]=[C:30]2[NH2:33])=[N:25]1 |f:0.1|. Procedure: Iron powder (170 mg), ammonium chloride (160 mg), and water (3 ml) were added to an EtOH (10 ml) solution containing the mixture of 1-(2-methoxyethyl)-4-nitro-1H-indazole and 2-(2-methoxyethyl)-4-nitro-2H-indazole obtained in the 1st step, followed by stirring at 80° C. for 2 hours. Ethyl acetate was added to the reaction solution, insoluble matter was removed by filtration, and the solvent was distilled away under reduced pressure. The obtained residue was purified by silica gel-alumina column ... Starting materials: BrC=1C=CC(=C(C1)C1OCCO1)F (2-(5-bromo-2-fluoro-phenyl)-[1,3]dioxolane), [Li]CCCC (n-BuLi), C1CCOC1 (THF). Conditions: time 20 minute. Product: O1C(OCC1)C=1C=C(C=O)C=CC1F (3-[1,3]-Dioxolan-2-yl-4-fluoro-benzaldehyde). The yield is 87.0%. RXN SMILES: Br[C:2]1[CH:3]=[CH:4][C:5]([F:13])=[C:6]([CH:8]2[O:12][CH2:11][CH2:10][O:9]2)[CH:7]=1.[Li]CCCC.C1C[O:22][CH2:21]C1>>[O:9]1[CH2:10][CH2:11][O:12][CH:8]1[C:6]1[CH:7]=[C:2]([CH:3]=[CH:4][C:5]=1[F:13])[CH:21]=[O:22]. Procedure: To a −78° C. solution of 2-(5-bromo-2-fluoro-phenyl)-[1,3]dioxolane (1.024 g, 4.047 mmol) in THF (40 mL) was added 2.5 M n-BuLi (1.80 mL, 4.45 mmol). After 20 min, the reaction was quenched with DMF (1.60 mL). After stirring for 1 h, the mixture was diluted with DCM, washed with a satd. aq. NaHCO3, dried (MgSO4), and concentrated. Purification by FCC (EtOAc/hexanes) gave the desired product (406.5 mg, 87%) as a white solid. 1H NMR (acetone-d6): 10.05 (s, 1H), 8.17-8.09 (m, 1H), 8.06-7.97 (m, 1H)... Reactants: C(C)(=O)OCC (Ethyl acetate), ClC=1N=C(C2=C(N1)SC(=N2)C(C)(C)O)N2CCOCC2 (2-(5-chloro-7-morpholinothiazolo[5,4-d]pyrimidin-2-yl)propan-2-ol), CI (methyl iodide), [H-].[Na+] (NaH). The solvent is CN(C)C=O (DMF). Product: ClC=1N=C(C2=C(N1)SC(=N2)C(C)(C)OC)N2CCOCC2 (4-(5-chloro-2-(2-methoxypropan-2-yl)thiazolo[5,4-d]pyrimidin-7-yl)morpholine). Reaction SMILES: [Cl:1][C:2]1[N:3]=[C:4]([N:15]2[CH2:20][CH2:19][O:18][CH2:17][CH2:16]2)[C:5]2[N:10]=[C:9]([C:11]([OH:14])([CH3:13])[CH3:12])[S:8][C:6]=2[N:7]=1.[H-].[Na+].CI.[C:25](OCC)(=O)C>CN(C=O)C>[Cl:1][C:2]1[N:3]=[C:4]([N:15]2[CH2:16][CH2:17][O:18][CH2:19][CH2:20]2)[C:5]2[N:10]=[C:9]([C:11]([O:14][CH3:25])([CH3:13])[CH3:12])[S:8][C:6]=2[N:7]=1 |f:1.2|. Procedure: 2-(5-Chloro-7-morpholinothiazolo[5,4-d]pyrimidin-2-yl)propan-2-ol 68 (175 mg) was cooled in DMF to 0° C. and then NaH was added at once. The reaction was allowed to warm to room temperature and stirred several minutes before addition of methyl iodide. Reaction was stirred several hours and monitored by LC-MS until complete. Ethyl acetate was added and the solution was extracted with saturated bicarbonate solution. Organic was collected and dried, filtered and concentrated to get crude 4-(5-chlor... Yields the product C(CCC)C=1N(C2=C(C=NC=3C=CC=CC23)N1)CC(C(=O)OCC)(C)C (ethyl 3-(2-butyl-1H-imidazo[4,5-c]quinolin-1-yl)-2,2-dimethylpropanoate). Reactants: NC=1C=NC2=CC=CC=C2C1NCC(C(=O)OCC)(C)C (Ethyl 3-(3-aminoquinolin-4-ylamino)-2,2-dimethylpropanoate), C(CCCC)(OC)(OC)OC (trimethyl orthovalerate), C(CCC)(OC)(OC)OC (trimethyl orthobutyrate), C(CCCC)(OC)(OC)OC (trimethyl orthovalerate), C1(=CC=C(C=C1)S(=O)(=O)[O-])C.[NH+]1=CC=CC=C1 (pyridinium p-toluenesulfonate). Reported procedure: Ethyl 3-(3-aminoquinolin-4-ylamino)-2,2-dimethylpropanoate (see Example 26 Parts A through D, 9.0 g, 31.3 mmol) was treated according to a modification of the method described in Part B of Example 8 using trimethyl orthovalerate in lieu of trimethyl orthobutyrate. Prior to the addition of trimethyl orthovalerate (6.1 mL, 35 mmol) and pyridinium p-toluenesulfonate (0.050 g), the reaction was heated at reflux for 15 minutes and then cooled slightly. The reaction was heated at reflux for five hours... Conditions: time 8 hour. As a reaction SMILES: [NH2:1][C:2]1[CH:3]=[N:4][C:5]2[C:10]([C:11]=1[NH:12][CH2:13][C:14]([CH3:21])([CH3:20])[C:15]([O:17][CH2:18][CH3:19])=[O:16])=[CH:9][CH:8]=[CH:7][CH:6]=2.[C:22](OC)(OC)(OC)[CH2:23][CH2:24][CH2:25][CH3:26].C(OC)(OC)(OC)CCC.C1(C)C=CC(S([O-])(=O)=O)=CC=1.[NH+]1C=CC=CC=1>>[CH2:23]([C:22]1[N:12]([CH2:13][C:14]([CH3:20])([CH3:21])[C:15]([O:17][CH2:18][CH3:19])=[O:16])[C:11]2[C:10]3[CH:9]=[CH:8][CH:7]=[CH:6][C:5]=3[N:4]=[CH:3][C:2]=2[N:1]=1)[CH2:24][CH2:25][CH3:26] |f:3.4|. Starting materials: CC=1C=C(C=CC1C)C=1N=C(SC1)C=1C=C(C(=O)OCC)C=CC1 (ethyl 3-[4-(3,4-dimethylphenyl)-2-thiazolyl]benzoate), Cl (hydrochloric acid), aqueous solution, [OH-].[Na+] (sodium hydroxide), O1CCCC1 (tetrahydrofuran). Run in C(C)O (ethanol). The product is CC=1C=C(C=CC1C)C=1N=C(SC1)C=1C=C(C(=O)O)C=CC1 (3-[4-(3,4-dimethylphenyl)-2-thiazolyl]benzoic acid). Isolated yield 72.0%. As a reaction SMILES: [CH3:1][C:2]1[CH:3]=[C:4]([C:9]2[N:10]=[C:11]([C:14]3[CH:15]=[C:16]([CH:22]=[CH:23][CH:24]=3)[C:17]([O:19]CC)=[O:18])[S:12][CH:13]=2)[CH:5]=[CH:6][C:7]=1[CH3:8].[OH-].[Na+].O1CCCC1.Cl>C(O)C>[CH3:1][C:2]1[CH:3]=[C:4]([C:9]2[N:10]=[C:11]([C:14]3[CH:15]=[C:16]([CH:22]=[CH:23][CH:24]=3)[C:17]([OH:19])=[O:18])[S:12][CH:13]=2)[CH:5]=[CH:6][C:7]=1[CH3:8] |f:1.2|. Procedure details: A mixture of ethyl 3-[4-(3,4-dimethylphenyl)-2-thiazolyl]benzoate (1.25 g), a 1N aqueous solution of sodium hydroxide (10 ml), tetrahydrofuran (10 ml) and ethanol (10 ml) was stirred at 60 to 70° C. for 1 hour. The reaction mixture was poured into 1N hydrochloric acid, and precipitated crystals were collected by filtration, and then washed with water. The product was recrystallized from acetone-hexane to obtain 3-[4-(3,4-dimethylphenyl)-2-thiazolyl]benzoic acid (825 mg, yield: 72%). Colorless pr... Starting materials: N(=O)[O-].[Na+] (sodium nitrite), C(C)(=O)O (acetic acid), BrCC(=O)CC(=O)NC1[C@@H]2N(C(=CCS2)C(=O)OCC2=CC=C(C=C2)[N+](=O)[O-])C1=O (4-Nitrobenzyl 7-[2-(2-bromoacetyl)acetamido]-3-cephem-4-carboxylate), resultant solution, ice water. Run in O (water), O1CCCC1 (tetrahydrofuran), O (water). Reaction conditions: time 1.5 hour. Product: BrCC(=O)C(C(=O)NC1[C@@H]2N(C(=CCS2)C(=O)OCC2=CC=C(C=C2)[N+](=O)[O-])C1=O)=NO (4-nitrobenzyl 7-[2-(2-bromoacetyl)-2-hydroxyiminoacetamido]-3-cephem-4-carboxylate). Isolated yield 34.9%. RXN SMILES: [Br:1][CH2:2][C:3]([CH2:5][C:6]([NH:8][CH:9]1[C:29](=[O:30])[N:11]2[C:12]([C:16]([O:18][CH2:19][C:20]3[CH:25]=[CH:24][C:23]([N+:26]([O-:28])=[O:27])=[CH:22][CH:21]=3)=[O:17])=[CH:13][CH2:14][S:15][C@H:10]12)=[O:7])=[O:4].C(O)(=O)C.[N:35]([O-])=[O:36].[Na+]>O1CCCC1.O>[Br:1][CH2:2][C:3]([C:5](=[N:35][OH:36])[C:6]([NH:8][CH:9]1[C:29](=[O:30])[N:11]2[C:12]([C:16]([O:18][CH2:19][C:20]3[CH:21]=[CH:22][C:23]([N+:26]([O-:28])=[O:27])=[CH:24][CH:25]=3)=[O:17])=[CH:13][CH2:14][S:15][C@H:10]12)=[O:7])=[O:4] |f:2.3|. Reported procedure: 4-Nitrobenzyl 7-[2-(2-bromoacetyl)acetamido]-3-cephem-4-carboxylate (8.40 g.) was suspended in a mixture of tetrahydrofuran (150 ml.) and water (30 ml.) To the suspension were added acetic acid (50 ml.) and a solution of sodium nitrite (1.20 g.) in water (15 ml.) under ice-cooling, and stirred at 20° to 22° C. for 1.5 hours. The resultant solution was poured into ice-water (300 ml.) and stirred for 20 minutes. The precipitating substance was collected by filtration, washed with water, dried and ... The reactants are CC(C)(C)OC(=O)Nc1ccc(O)cc1, CS(C)=O, Cc1ccc(NC(=O)c2ccc(F)c([N+](=O)[O-])c2)cc1, [K+], [OH-], O. The product is Cc1ccc(NC(=O)c2ccc(Oc3ccc(NC(=O)OC(C)(C)C)cc3)c([N+](=O)[O-])c2)cc1. Reaction SMILES: [C:23]([CH3:24])([CH3:25])([CH3:26])[O:27][C:28]([NH:29][c:30]1[cH:31][cH:32][c:33]([OH:36])[cH:34][cH:35]1)=[O:37].[CH3:38][S:39]([CH3:40])=[O:41].[F:1][c:2]1[c:3]([N+:18](=[O:19])[O-:20])[cH:4][c:5]([C:6](=[O:7])[NH:8][c:9]2[cH:10][cH:11][c:12]([CH3:15])[cH:13][cH:14]2)[cH:16][cH:17]1.[K+:22].[OH-:21].[OH2:42]>>[c:2]1([O:36][c:33]2[cH:32][cH:31][c:30]([NH:29][C:28]([O:27][C:23]([CH3:24])([CH3:25])[CH3:26])=[O:37])[cH:35][cH:34]2)[c:3]([N+:18](=[O:19])[O-:20])[cH:4][c:5]([C:6](=[O:7])[NH:8][c:9]2[cH:10][cH:11][c:12]([CH3:15])[cH:13][cH:14]2)[cH:16][cH:17]1. The reactants are COc1ccc(-c2nc(COc3ccc(CC4CN(C(=O)OC(C)(C)C)CCO4)cc3Cl)no2)cc1, ClCCl, O=C(O)C(F)(F)F. The product is COc1ccc(-c2nc(COc3ccc(CC4CNCCO4)cc3Cl)no2)cc1. As a reaction SMILES: [C:1]([O:2][C:3](=[O:4])[N:8]1[CH2:9][CH:10]([CH2:14][c:15]2[cH:16][c:17]([Cl:36])[c:18]([O:21][CH2:22][c:23]3[n:24][o:25][c:26](-[c:28]4[cH:29][cH:30][c:31]([O:34][CH3:35])[cH:32][cH:33]4)[n:27]3)[cH:19][cH:20]2)[O:11][CH2:12][CH2:13]1)([CH3:5])([CH3:6])[CH3:7].[Cl:44][CH2:45][Cl:46].[OH:37][C:38]([C:39]([F:40])([F:41])[F:42])=[O:43]>>[NH:8]1[CH2:9][CH:10]([CH2:14][c:15]2[cH:16][c:17]([Cl:36])[c:18]([O:21][CH2:22][c:23]3[n:24][o:25][c:26](-[c:28]4[cH:29][cH:30][c:31]([O:34][CH3:35])[cH:32][cH:33]4)[n:27]3)[cH:19][cH:20]2)[O:11][CH2:12][CH2:13]1.